Dataset: the Open Reaction Database (ORD), a public repository of structured organic reaction records. Task: describe an organic reaction: reactants, conditions, products, and yield Reactants: C1(=C(C=CC=C1)C=1C(=CN=NC1)N)C (5-o-tolyl-pyridazin-4-ylamine), CCCCCCC.C(C)(=O)OCC (n-heptane ethyl acetate). The product is CNC1=CN=NC=C1C1=C(C=CC=C1)C (Methyl-(5-o-tolyl-pyridazin-4-yl)-amine). As a reaction SMILES: [C:1]1([CH3:14])[CH:6]=[CH:5][CH:4]=[CH:3][C:2]=1[C:7]1[C:8]([NH2:13])=[CH:9][N:10]=[N:11][CH:12]=1.[CH3:15]CCCCCC.C(OCC)(=O)C>>[CH3:15][NH:13][C:8]1[C:7]([C:2]2[CH:3]=[CH:4][CH:5]=[CH:6][C:1]=2[CH3:14])=[CH:12][N:11]=[N:10][CH:9]=1 |f:1.2|. Procedure details: The title compound was prepared in analogy to example 8, intermediate a, from 5-o-tolyl-pyridazin-4-ylamine and using a gradient of n-heptane:ethyl acetate (100:0 to 40:60) for the chromatographic purification. Light yellow solid (71%). MS (EI): m/z=199 ([M]). The reactants are Cl.N1=CC=C(C=C1)CC(=O)O (4-pyridylacetic acid hydrochloride). Reagents/catalysts: O=[Pt]=O (PtO2). Solvent: C(C)(=O)O (acetic acid). The product is Cl.N1CCC(CC1)CC(=O)O (Piperidin-4-yl-acetic acid hydrochloride). Yield: 96.6%. Reaction SMILES: [ClH:1].[N:2]1[CH:7]=[CH:6][C:5]([CH2:8][C:9]([OH:11])=[O:10])=[CH:4][CH:3]=1>O=[Pt]=O.C(O)(=O)C>[ClH:1].[NH:2]1[CH2:7][CH2:6][CH:5]([CH2:8][C:9]([OH:11])=[O:10])[CH2:4][CH2:3]1 |f:0.1,4.5|. Procedure details: A mixture of 4-pyridylacetic acid hydrochloride (5 g, 28.8 mmol), glacial acetic acid (100 mL) and PtO2 (0.5 g) was hydrogenated at 50 psi overnight. The solvent was decanted from the catalyst and concentrated in vacuo. Azetroped with toluene twice then washed with ether to give 5 g (97%) of white solid. MS(ESI) 144.0 (M+H+). Starting materials: CO, CC(C)c1ccc(C(=O)O)c([N+](=O)[O-])c1, [H][H]. Yields the product CC(C)c1ccc(C(=O)O)c(N)c1. Reaction SMILES: [CH3:18][OH:19].[CH:1]([CH3:2])([CH3:3])[c:4]1[cH:5][c:6]([N+:13]([O-:14])=[O:15])[c:7]([C:8](=[O:9])[OH:10])[cH:11][cH:12]1.[H:16][H:17]>>[CH:1]([CH3:2])([CH3:3])[c:4]1[cH:5][c:6]([NH2:13])[c:7]([C:8](=[O:9])[OH:10])[cH:11][cH:12]1. Starting materials: C1(=CC=CC=2CCCCC12)OC1CN(CC1)CC1=CC=CC=C1 (3-[(5,6,7,8-Tetrahydro-1-naphthalenyl)oxy]-1-(phenylmethyl)-pyrrolidine), C1(=CC=CC=2CCCCC12)O (5,6,7,8-tetrahydro-1-naphthol). The product is COC=1C(=C2CCCC2=CC1)O[C@@H]1CN(CC1)CC1=CC=CC=C1 ((S)-3-[(2,3-dihydro-5-methoxy-1H-inden-4-yl)oxy]-1-(phenylmethyl)-pyrrolidine). As a reaction SMILES: [C:1]1([O:11][CH:12]2[CH2:16][CH2:15][N:14]([CH2:17][C:18]3[CH:23]=[CH:22][CH:21]=[CH:20][CH:19]=3)[CH2:13]2)[C:10]2[CH2:9][CH2:8]C[CH2:6][C:5]=2[CH:4]=[CH:3][CH:2]=1.[C:24]1([OH:34])C2CCCCC=2C=CC=1>>[CH3:24][O:34][C:2]1[C:1]([O:11][C@H:12]2[CH2:16][CH2:15][N:14]([CH2:17][C:18]3[CH:23]=[CH:22][CH:21]=[CH:20][CH:19]=3)[CH2:13]2)=[C:10]2[C:5](=[CH:4][CH:3]=1)[CH2:6][CH2:8][CH2:9]2. Procedure: 3-[(5,6,7,8-Tetrahydro-1-naphthalenyl)oxy]-1-(phenylmethyl)-pyrrolidine, M.S. (C.I.) (M/Z): 308 [M+H]+, starting from 5,6,7,8-tetrahydro-1-naphthol. Reactants: C(=O)(O)[O-].[Na+] (NaHCO3), C(C)OC(=O)C1CCC(CC1)=O (4-ethoxycarbonyl cyclohexanone), C1(=CC=C(C=C1)S(=O)(=O)O)C (p-toluenesulfonic acid), O (water). The solvent is CCOC(=O)C (EtOAc), C1(=CC=CC=C1)C (toluene). Product: C(C)OC(=O)C1CCC2(OCCO2)CC1 (1,4-dioxa-spiro[4.5]decane-8-carboxylic acid ethyl ester). As a reaction SMILES: [CH2:1]([O:3][C:4]([CH:6]1[CH2:11][CH2:10][C:9](=[O:12])[CH2:8][CH2:7]1)=[O:5])[CH3:2].[C:13]1([CH3:23])C=CC(S(O)(=O)=O)=CC=1.O.C([O-])(O)=[O:26].[Na+]>C1(C)C=CC=CC=1.CCOC(C)=O>[CH2:1]([O:3][C:4]([CH:6]1[CH2:11][CH2:10][C:9]2([O:26][CH2:13][CH2:23][O:12]2)[CH2:8][CH2:7]1)=[O:5])[CH3:2] |f:3.4|. Procedure details: A mixture of 4-ethoxycarbonyl cyclohexanone (175 g, 1.03 mol), ethylenegrycol (70 mL), and p-toluenesulfonic acid (2.1 g) in toluene (700 mL) is stirred and refluxed for 6 hours with continuous water removal using Dean-Stark apparatus. After cooling to room temperature, sat. NaHCO3 aq. (1500 mL) and EtOAc (800 mL) are added to the reaction mixture. The organic layer is washed with brine, dried over magnesium sulfate, and concentrated under reduced pressure to afford crude 1,4-dioxa-spiro[4.5]dec...